Dataset: the Open Reaction Database (ORD), a public repository of structured organic reaction records. Task: describe an organic reaction: reactants, conditions, products, and yield Solvent: C1CCOC1 (THF). Procedure details: To dimethyl 5-hydroxyisophthalate (4.0 g, 19.03 mmol, 1.00 equiv) in THF (10 mL) was added lithium hydroxide (20 mL, 2M in water) and the resulting solution was stirred overnight at 40° C. The mixture concentrated under vacuum to remove the organic solvents and then the pH of the solution was adjusted to ˜2 with 6N hydrochloric acid. The resulting solids were collected by filtration and dried in a vacuum oven to afford 2.0 g (58%) of 5-hydroxyisophthalic acid as a white solid. Product: OC=1C=C(C=C(C(=O)O)C1)C(=O)O (5-hydroxyisophthalic acid). The reactants are OC=1C=C(C=C(C(=O)OC)C1)C(=O)OC (dimethyl 5-hydroxyisophthalate), [OH-].[Li+] (lithium hydroxide). RXN SMILES: [OH:1][C:2]1[CH:3]=[C:4]([C:12]([O:14]C)=[O:13])[CH:5]=[C:6]([CH:11]=1)[C:7]([O:9]C)=[O:8].[OH-].[Li+]>C1COCC1>[OH:1][C:2]1[CH:3]=[C:4]([C:12]([OH:14])=[O:13])[CH:5]=[C:6]([CH:11]=1)[C:7]([OH:9])=[O:8] |f:1.2|. Conditions: temperature 40 celsius, time 8 hour. The yield is 57.7%. Reactants: CO, [N-]=[N+]=NC1CCCc2ccc(F)cc21. Product: NC1CCCc2ccc(F)cc21. As a reaction SMILES: [CH3:15][OH:16].[N:1](=[N+:2]=[N-:3])[CH:4]1[CH2:5][CH2:6][CH2:7][c:8]2[cH:9][cH:10][c:11]([F:14])[cH:12][c:13]21>>[NH2:1][CH:4]1[CH2:5][CH2:6][CH2:7][c:8]2[cH:9][cH:10][c:11]([F:14])[cH:12][c:13]21. The reactants are ClCCN (chloroethylamine), CC1=C(C=CC(=C1)[N+](=O)[O-])N=C=S (2-methyl-4-nitrophenyl isothiocyanate). Product: CC1=C(C=CC(=C1)[N+](=O)[O-])N=C1SCCN1C1=CC=CC=C1 (2-(2-methyl -4-nitrophenylimino)-3-phenyl-1,3-thiazolidine). Reaction SMILES: Cl[CH2:2][CH2:3][NH2:4].[CH3:5][C:6]1[CH:11]=[C:10]([N+:12]([O-:14])=[O:13])[CH:9]=[CH:8][C:7]=1[N:15]=[C:16]=[S:17]>>[CH3:5][C:6]1[CH:11]=[C:10]([N+:12]([O-:14])=[O:13])[CH:9]=[CH:8][C:7]=1[N:15]=[C:16]1[N:4]([C:6]2[CH:11]=[CH:10][CH:9]=[CH:8][CH:7]=2)[CH2:3][CH2:2][S:17]1. Procedure details: N-(2-Hydroxyethyl)aniline was reacted with SOCl2 according to Method B7a to give N-2-chloroethyl)anilinium chloride. The chloroethylamine was reacted with 2-methyl-4-nitrophenyl isothiocyanate according to Method C1a to afford 2-(2-methyl -4-nitrophenylimino)-3-phenyl-1,3-thiazolidine.